This data is from the Open Reaction Database (ORD), a public repository of structured organic reaction records. The task is: describe an organic reaction: reactants, conditions, products, and yield Starting materials: CN1C(=NC2=C1C=CC(=C2)C(=O)O)NC=2SC1=C(N2)C=CC(=C1)OC(F)(F)F (1-methyl-2-(6-trifluoromethoxy-benzothiazol-2-ylamino)-1H-benzoimidazole-5-carboxylic acid), CCN(C(C)C)C(C)C (DIEA), C(O)CN (ethanolamine), C=1C=CC(=CC1)P(=O)(C=2C=CC=CC2)N=[N+]=[N-] (DPPA). The product is OCCNC(=O)C1=CC2=C(N(C(=N2)NC=2SC3=C(N2)C=CC(=C3)OC(F)(F)F)C)C=C1 (1-Methyl-2-(6-trifluoromethoxy-benzothiazol-2-ylamino)-1H-benzoimidazole-5-carboxylic acid (2-hydroxy-ethyl)-amide). Yield: 24.4%. RXN SMILES: [CH3:1][N:2]1[C:6]2[CH:7]=[CH:8][C:9]([C:11]([OH:13])=O)=[CH:10][C:5]=2[N:4]=[C:3]1[NH:14][C:15]1[S:16][C:17]2[CH:23]=[C:22]([O:24][C:25]([F:28])([F:27])[F:26])[CH:21]=[CH:20][C:18]=2[N:19]=1.[CH2:29]([CH2:31][NH2:32])[OH:30].C1C=CC(P(N=[N+]=[N-])(C2C=CC=CC=2)=O)=CC=1.CCN(C(C)C)C(C)C>>[OH:30][CH2:29][CH2:31][NH:32][C:11]([C:9]1[CH:8]=[CH:7][C:6]2[N:2]([CH3:1])[C:3]([NH:14][C:15]3[S:16][C:17]4[CH:23]=[C:22]([O:24][C:25]([F:26])([F:27])[F:28])[CH:21]=[CH:20][C:18]=4[N:19]=3)=[N:4][C:5]=2[CH:10]=1)=[O:13]. Procedure details: 1-Methyl-2-(6-trifluoromethoxy-benzothiazol-2-ylamino)-1H-benzoimidazole-5-carboxylic acid (2-hydroxy-ethyl)-amide (27 mg) was prepared by following General Procedure N starting from 1-methyl-2-(6-trifluoromethoxy-benzothiazol-2-ylamino)-1H-benzoimidazole-5-carboxylic acid (100 mg), ethanolamine (15 mg), DPPA (53 uL), and DIEA (43 uL). LC/MS: m/z 452.9. 1H NMR (DMSO-d6, 400 MHz): δ 8.37 (s, 1H), 8.07 (s, 1H), 7.91 (s, 1H), 7.81-7.56 (m, 2H), 7.46 (d, 1H), 7.34 (d, 1H), 4.72 (s, 1H), 3.64 (s, 3H)... Starting materials: CC(C)CCON=O, CC#N, Cl[Cu], Cl[Cu]Cl, Cl, COC(=O)COc1nc(Cl)ccc1Oc1cc(-n2c(=O)cc(C(F)(F)F)n(C)c2=O)c(F)cc1N. The product is COC(=O)COc1nc(Cl)ccc1Oc1cc(-n2c(=O)cc(C(F)(F)F)n(C)c2=O)c(F)cc1Cl. As a reaction SMILES: [CH3:1][CH:2]([CH2:3][CH2:4][O:5][N:6]=[O:7])[CH3:8].[CH3:50][C:51]#[N:52].[Cl:45][Cu:46].[Cl:47][Cu:48][Cl:49].[ClH:44].[NH2:9][c:10]1[c:11]([O:12][c:13]2[c:14]([O:20][CH2:21][C:22](=[O:23])[O:24][CH3:25])[n:15][c:16]([Cl:19])[cH:17][cH:18]2)[cH:26][c:27](-[n:31]2[c:32](=[O:43])[n:33]([CH3:42])[c:34]([C:38]([F:39])([F:40])[F:41])[cH:35][c:36]2=[O:37])[c:28]([F:30])[cH:29]1>>[c:10]1([Cl:44])[c:11]([O:12][c:13]2[c:14]([O:20][CH2:21][C:22](=[O:23])[O:24][CH3:25])[n:15][c:16]([Cl:19])[cH:17][cH:18]2)[cH:26][c:27](-[n:31]2[c:32](=[O:43])[n:33]([CH3:42])[c:34]([C:38]([F:39])([F:40])[F:41])[cH:35][c:36]2=[O:37])[c:28]([F:30])[cH:29]1. The reactants are S(=O)([O-])[O-].[Na+].[Na+] (Sodium sulfite), CC(C(=O)OCC)=CC1=CC=C(C=C1)SC (Ethyl 2-methyl-3-(4-methylthiophenyl)propenate), Na2WO4, OS(=O)(=O)O (H2SO4), OO (H2O2), CO (methanol). Run in O (water). Reaction conditions: time 3 hour. The product is CC(C(=O)OCC)=CC1=CC=C(C=C1)S(=O)(=O)C (Ethyl 2-methyl-3-(4-methylsulphonylphenyl)propenate). RXN SMILES: [CH3:1][C:2](=[CH:8][C:9]1[CH:14]=[CH:13][C:12](SC)=[CH:11][CH:10]=1)[C:3]([O:5][CH2:6][CH3:7])=[O:4].[OH:17][S:18]([OH:21])(=O)=O.OO.S([O-])([O-])=O.[Na+].[Na+].[CH3:30]O>O>[CH3:1][C:2](=[CH:8][C:9]1[CH:10]=[CH:11][C:12]([S:18]([CH3:30])(=[O:21])=[O:17])=[CH:13][CH:14]=1)[C:3]([O:5][CH2:6][CH3:7])=[O:4] |f:3.4.5|. Procedure details: To a solution of sulfide 6a (2.36 g, 10 mmol), Na2WO4 ·2 H2O (49.5 mg, 0.15 mmol), and H2SO4 (1 M, 68 μL) in methanol (10 mL) was added dropwise 30% H2O2 (2.6 mL) at room temperature under nitrogen maintaining the temperature at 38-45° C. The mixture was aged at ambient temperature for 3 h and cooled ~18° C. Sodium sulfite (20% aqueous solution, 2.6 mL) was added slowly with an external cooling to maintain the temperature below 20° C. After aged for 0.5 h the mixture was diluted with water (20 m...